From a dataset of the Open Reaction Database (ORD), a public repository of structured organic reaction records. describe an organic reaction: reactants, conditions, products, and yield The reactants are COc1ccc(CN(Cc2ccc(OC)cc2)c2nc(C)nc(-c3cc(C(C)N)cnc3Nc3cnc(OC)c(F)c3)n2)cc1, [Na+], [OH-]. Yields the product COc1ncc(Nc2ncc(C(C)N)cc2-c2nc(C)nc(N)n2)cc1F. Reaction SMILES: [NH2:1][CH:2]([CH3:3])[c:4]1[cH:5][c:6](-[c:20]2[n:21][c:22]([N:27]([CH2:28][c:29]3[cH:30][cH:31][c:32]([O:33][CH3:34])[cH:35][cH:36]3)[CH2:37][c:38]3[cH:39][cH:40][c:41]([O:42][CH3:43])[cH:44][cH:45]3)[n:23][c:24]([CH3:26])[n:25]2)[c:7]([NH:10][c:11]2[cH:12][n:13][c:14]([O:18][CH3:19])[c:15]([F:17])[cH:16]2)[n:8][cH:9]1.[Na+:47].[OH-:46]>>[NH2:1][CH:2]([CH3:3])[c:4]1[cH:5][c:6](-[c:20]2[n:21][c:22]([NH2:27])[n:23][c:24]([CH3:26])[n:25]2)[c:7]([NH:10][c:11]2[cH:12][n:13][c:14]([O:18][CH3:19])[c:15]([F:17])[cH:16]2)[n:8][cH:9]1. Starting materials: O1CCC(CC1)N (tetrahydro-2H-pyran-4-amine), ClC=1C=C(C(=NC1)F)C1=NC(=NC(=N1)C)N(CC1=CC=C(C=C1)OC)CC1=CC=C(C=C1)OC (4-(5-chloro-2-fluoropyridin-3-yl)-N,N-bis(4-methoxybenzyl)-6-methyl-1,3,5-triazin-2-amine), C([O-])([O-])=O.[Cs+].[Cs+] (cesium carbonate). The solvent is C1CCOC1 (THF). Run at temperature 120 celsius. Product: ClC=1C=C(C(=NC1)NC1CCOCC1)C1=NC(=NC(=N1)C)N(CC1=CC=C(C=C1)OC)CC1=CC=C(C=C1)OC (4-(5-Chloro-2-(Tetrahydro-2H-Pyran-4-Ylamino)Pyridin-3-yl)-N,N-Bis(4-Methoxybenzyl)-6-Methyl-1,3,5-Triazin-2-Amine). The yield is 74.4%. Reaction SMILES: [O:1]1[CH2:6][CH2:5][CH:4]([NH2:7])[CH2:3][CH2:2]1.[Cl:8][C:9]1[CH:10]=[C:11]([C:16]2[N:21]=[C:20]([CH3:22])[N:19]=[C:18]([N:23]([CH2:33][C:34]3[CH:39]=[CH:38][C:37]([O:40][CH3:41])=[CH:36][CH:35]=3)[CH2:24][C:25]3[CH:30]=[CH:29][C:28]([O:31][CH3:32])=[CH:27][CH:26]=3)[N:17]=2)[C:12](F)=[N:13][CH:14]=1.C(=O)([O-])[O-].[Cs+].[Cs+]>C1COCC1>[Cl:8][C:9]1[CH:10]=[C:11]([C:16]2[N:21]=[C:20]([CH3:22])[N:19]=[C:18]([N:23]([CH2:24][C:25]3[CH:26]=[CH:27][C:28]([O:31][CH3:32])=[CH:29][CH:30]=3)[CH2:33][C:34]3[CH:35]=[CH:36][C:37]([O:40][CH3:41])=[CH:38][CH:39]=3)[N:17]=2)[C:12]([NH:7][CH:4]2[CH2:5][CH2:6][O:1][CH2:2][CH2:3]2)=[N:13][CH:14]=1 |f:2.3.4|. Procedure details: A mixture of tetrahydro-2H-pyran-4-amine (130 mg, 1.285 mmol), 4-(5-chloro-2-fluoropyridin-3-yl)-N,N-bis(4-methoxybenzyl)-6-methyl-1,3,5-triazin-2-amine (345 mg, 0.719 mmol), and cesium carbonate (165 mg, 0.506 mmol) in THF (2.5 mL) was heated under microwave irradiation (100° C., 15 min; 120° C., 2×15 min). The mixture was partitioned between EtOAc (10 mL) and water (5 mL). The organic layer was washed with water, saturated NH4Cl, dried over Na2SO4 and concentrated. The resulting solid was trit...